The task is: describe an organic reaction: reactants, conditions, products, and yield. This data is from the Open Reaction Database (ORD), a public repository of structured organic reaction records. Starting materials: [O-]C#N.[Na+] (Sodium cyanate), O (water), NC=1C=C(C(=O)N)C=CC1 (3-aminobenzamide). Run in C(C)(=O)O (acetic acid). Reaction conditions: time 15 minute. Product: N(C(=O)N)C=1C=C(C(=O)N)C=CC1 (3-ureidobenzamide). Isolated yield 78.1%. As a reaction SMILES: [O-:1][C:2]#[N:3].[Na+].O.[NH2:6][C:7]1[CH:8]=[C:9]([CH:13]=[CH:14][CH:15]=1)[C:10]([NH2:12])=[O:11]>C(O)(=O)C>[NH:6]([C:7]1[CH:8]=[C:9]([CH:13]=[CH:14][CH:15]=1)[C:10]([NH2:12])=[O:11])[C:2]([NH2:3])=[O:1] |f:0.1|. Reported procedure: Sodium cyanate (1.3 gm, 20 mMole) in 9.0 ml or water was added over a 15 minute period to a solution of 3-aminobenzamide (1.36 gm, 10 mMole) in acetic acid at 35° C. The mixture was stirred for a further 15 minutes during which time a white precipitate formed. This was filtered off, washed with cold water and crystallized from 25% ethanol to give 1.4 gm (78%) of shiny crystals. m.p. >300° C.